From a dataset of the Open Reaction Database (ORD), a public repository of structured organic reaction records. describe an organic reaction: reactants, conditions, products, and yield Starting materials: CC(C)(C)OC(=O)NCC(=O)O, c1ccc(CN2CCNCC2)cc1, CCN=C=NCCCN(C)C, CCN(C(C)C)C(C)C, Cl, CN(C)C=O, O, On1nnc2ccccc21. Yields the product CC(C)(C)OC(=O)NCC(=O)N1CCN(Cc2ccccc2)CC1. As a reaction SMILES: [C:10]([CH3:11])([CH3:12])([CH3:13])[O:14][C:15](=[O:16])[NH:17][CH2:18][C:19](=[O:20])[OH:21].[CH2:44]([c:45]1[cH:46][cH:47][cH:48][cH:49][cH:50]1)[N:51]1[CH2:52][CH2:53][NH:54][CH2:55][CH2:56]1.[CH3:32][CH2:33][N:34]=[C:35]=[N:36][CH2:37][CH2:38][CH2:39][N:40]([CH3:41])[CH3:42].[CH:1]([N:2]([CH2:3][CH3:4])[CH:5]([CH3:6])[CH3:7])([CH3:8])[CH3:9].[ClH:43].[O:57]=[CH:58][N:59]([CH3:60])[CH3:61].[OH2:62].[OH:22][n:23]1[c:24]2[c:25]([cH:26][cH:27][cH:28][cH:29]2)[n:30][n:31]1>>[C:10]([CH3:11])([CH3:12])([CH3:13])[O:14][C:15](=[O:16])[NH:17][CH2:18][C:19](=[O:21])[N:54]1[CH2:53][CH2:52][N:51]([CH2:44][c:45]2[cH:46][cH:47][cH:48][cH:49][cH:50]2)[CH2:56][CH2:55]1.